This data is from the Open Reaction Database (ORD), a public repository of structured organic reaction records. The task is: describe an organic reaction: reactants, conditions, products, and yield Reactants: C(C)=C1C2C=CC(C1)C2 (Ethylidenenorbornene), Mixture 4B, C(CCC)OCCCC (Butyl ether), 10, [Cl-].C(C)[Al+]CC (diethylaluminumchloride). Solvent: C1C=CC2C1C3CC2C=C3 (dicyclopentadiene). Product: C1C=CC2C1C3CC2C=C3.C(C)=C1C2C=CC(C1)C2 (Dicyclopentadiene Ethylidenenorbornene). Reaction SMILES: [CH:1](=[C:3]1[CH2:8][CH:7]2[CH2:9][CH:4]1[CH:5]=[CH:6]2)[CH3:2].[CH2:10](OCCCC)CCC.[Cl-].C([Al+]CC)C>C1C2C3C=CC(C2C=C1)C3>[CH2:1]1[CH:3]2[CH:4]3[CH:5]=[CH:6][CH:7]([CH:8]2[CH:10]=[CH:2]1)[CH2:9]3.[CH:1](=[C:3]1[CH2:8][CH:7]2[CH2:9][CH:4]1[CH:5]=[CH:6]2)[CH3:2] |f:2.3,5.6|. Procedure: Irganox™ 1010 (0.24 g, Ciba Specialty Chemical Corp, Tarrytown, N.Y.) and Irgafos™ 168 (0.72 g, Ciba) were placed in an oven-dried 125 mL Erlenmeyer flask which was then capped with a septum and purged with nitrogen. Ethylidenenorbornene (35.6 mL, 0.26 mol) was added and the mixture was stirred for several minutes to dissolve the solids. Butyl ether (2.4 mL) and 9.1 mL of a 10 vol % solution of diethylaluminumchloride in dicyclopentadiene were then added. This solution is denoted Mixture 4B.